From a dataset of the Open Reaction Database (ORD), a public repository of structured organic reaction records. describe an organic reaction: reactants, conditions, products, and yield Reactants: O (water), [H-].[Na+] (sodium hydride), N1CCOCC1 (morpholine), ClCC1=NC2=CC(=C(C=C2C(=C1C(=O)OCC)C1=CC(=C(C=C1)OC)OC)OC)OC (ethyl 2-chloromethyl-4-(3,4-dimethoxyphenyl)-6,7-dimethoxyquinoline-3-carboxylate). Solvent: CN(C=O)C (N,N-dimethylformamide). Reaction conditions: time 15 minute. The product is COC=1C=C(C=CC1OC)C1=C(C(=NC2=CC(=C(C=C12)OC)OC)CN1CCOCC1)C(=O)OCC (ethyl 4-(3,4-dimethoxyphenyl)-6,7-dimethoxy-2-morpholinomethylquinoline-3-carboxylate). Yield: 68.2%. As a reaction SMILES: [H-].[Na+].[NH:3]1[CH2:8][CH2:7][O:6][CH2:5][CH2:4]1.Cl[CH2:10][C:11]1[C:20]([C:21]([O:23][CH2:24][CH3:25])=[O:22])=[C:19]([C:26]2[CH:31]=[CH:30][C:29]([O:32][CH3:33])=[C:28]([O:34][CH3:35])[CH:27]=2)[C:18]2[C:13](=[CH:14][C:15]([O:38][CH3:39])=[C:16]([O:36][CH3:37])[CH:17]=2)[N:12]=1.O>CN(C)C=O>[CH3:35][O:34][C:28]1[CH:27]=[C:26]([C:19]2[C:18]3[C:13](=[CH:14][C:15]([O:38][CH3:39])=[C:16]([O:36][CH3:37])[CH:17]=3)[N:12]=[C:11]([CH2:10][N:3]3[CH2:8][CH2:7][O:6][CH2:5][CH2:4]3)[C:20]=2[C:21]([O:23][CH2:24][CH3:25])=[O:22])[CH:31]=[CH:30][C:29]=1[O:32][CH3:33] |f:0.1|. Procedure details: Oily sodium hydride (60%, 0.27 g) was added to a solution of morpholine (0.537 g) in N,N-dimethylformamide (20 ml), and the mixture was stirred at room temperature for 15 minutes. Then ethyl 2-chloromethyl-4-(3,4-dimethoxyphenyl)-6,7-dimethoxyquinoline-3-carboxylate (2.5 g) was added. The mixture was stirred at 100° C. for 2 hours, poured into water and extracted with ethyl acetate. The ethyl acetate layer was washed with water and dried over magnesium sulfate, and the solvent was evaporated. Th... The reactants are IC1=CC(=CC(=C1)[N+](=O)[O-])OC (1-iodo-3-methoxy-5-nitro-benzene), FC=1C=C(C=CC1)B(O)O (3-fluoro-phenylboronic acid). Product: FC=1C=C(C=CC1)C1=CC(=CC(=C1)OC)[N+](=O)[O-] (3′-fluoro-5-methoxy-3-nitro-biphenyl). The yield is 81.7%. RXN SMILES: I[C:2]1[CH:7]=[C:6]([N+:8]([O-:10])=[O:9])[CH:5]=[C:4]([O:11][CH3:12])[CH:3]=1.[F:13][C:14]1[CH:15]=[C:16](B(O)O)[CH:17]=[CH:18][CH:19]=1>>[F:13][C:14]1[CH:19]=[C:18]([C:2]2[CH:3]=[C:4]([O:11][CH3:12])[CH:5]=[C:6]([N+:8]([O-:10])=[O:9])[CH:7]=2)[CH:17]=[CH:16][CH:15]=1. Procedure: A similar procedure as described in Example 12, step 3 was used, starting from 1-iodo-3-methoxy-5-nitro-benzene (1.03 g, 3.69 mmol) and 3-fluoro-phenylboronic acid (800 mg, 5.72 mmol) to afford 3′-fluoro-5-methoxy-3-nitro-biphenyl (745 mg, 82%) as an amorphous white solid: EI(+)-HRMS m/e calculated for C13H10FNO3 (M)+ 247.0645, found 247.0645. Reactants: O=C(O)Cc1ccc2c(c1)OCO2, Cc1ccc(Oc2ccc(N)cc2)cc1. The reagents and catalysts are CCN=C=NCCCN(C)C.Cl (EDC-HCl). Solvent: CN(C)C=O (DMF), CN(C)C=O (DMF), CN(C)C=O (DMF), CN(C)C=O (DMF), CN(C)C=O (DMF), CN(C)C=O (DMF). Conditions: temperature 25 celsius, time 2 hour. The product is Cc1ccc(Oc2ccc(NC(=O)Cc3ccc4c(c3)OCO4)cc2)cc1. Isolated yield 36.5%. As a reaction SMILES: Cc1ccc(Oc2ccc(N)cc2)cc1.O=C(O)Cc1ccc2c(c1)OCO2.CCN=C=NCCCN(C)C.Cl.CN(C)C=O>>Cc1ccc(Oc2ccc(NC(=O)Cc3ccc4c(c3)OCO4)cc2)cc1. Starting materials: Cc1ccc(OB([O-])[O-])cc1, CCOC(=O)C=Cc1cccc(Br)n1, COCCOC, CCOC(C)=O, [Na+], [Na+], O=C([O-])[O-], O. Product: CCOC(=O)C=Cc1cccc(-c2ccc(C)cc2)n1. Reaction SMILES: [B:15]([O-:16])([O-:24])[O:25][c:17]1[cH:18][cH:19][c:20]([CH3:23])[cH:21][cH:22]1.[Br:1][c:2]1[cH:3][cH:4][cH:5][c:6]([CH:8]=[CH:9][C:10](=[O:11])[O:12][CH2:13][CH3:14])[n:7]1.[CH3:32][O:33][CH2:34][CH2:35][O:36][CH3:37].[CH3:39][CH2:40][O:41][C:42](=[O:43])[CH3:44].[Na+:26].[Na+:27].[O-:28][C:29](=[O:30])[O-:31].[OH2:38]>>[c:2]1(-[c:17]2[cH:18][cH:19][c:20]([CH3:23])[cH:21][cH:22]2)[cH:3][cH:4][cH:5][c:6]([CH:8]=[CH:9][C:10](=[O:11])[O:12][CH2:13][CH3:14])[n:7]1. Starting materials: N1=C(C=CC2=CC=CC=C12)N1CCC(CC1)OC1=NC=CC=C1N1CCC(CC1)C=O (1-(2-((1-(quinolin-2-yl)piperidin-4-yl)oxy)pyridin-3-yl)piperidine-4-carbaldehyde), CC(C)C[AlH]CC(C)C (DIBAL-H). Solvent: C1CCOC1 (THF). Run at time 1 hour. Product: N1=C(C=CC2=CC=CC=C12)N1CCC(CC1)OC1=NC=CC=C1N1CCC(CC1)CO ((1-(2-((1-(Quinolin-2-yl)Piperidin-4-yl)Oxy)Pyridin-3-yl)Piperidin-4-yl)Methanol). Yield: 0.1%. RXN SMILES: [N:1]1[C:10]2[C:5](=[CH:6][CH:7]=[CH:8][CH:9]=2)[CH:4]=[CH:3][C:2]=1[N:11]1[CH2:16][CH2:15][CH:14]([O:17][C:18]2[C:23]([N:24]3[CH2:29][CH2:28][CH:27]([CH:30]=[O:31])[CH2:26][CH2:25]3)=[CH:22][CH:21]=[CH:20][N:19]=2)[CH2:13][CH2:12]1.CC(C[AlH]CC(C)C)C>C1COCC1>[N:1]1[C:10]2[C:5](=[CH:6][CH:7]=[CH:8][CH:9]=2)[CH:4]=[CH:3][C:2]=1[N:11]1[CH2:16][CH2:15][CH:14]([O:17][C:18]2[C:23]([N:24]3[CH2:29][CH2:28][CH:27]([CH2:30][OH:31])[CH2:26][CH2:25]3)=[CH:22][CH:21]=[CH:20][N:19]=2)[CH2:13][CH2:12]1. Procedure: To a solution of 1-(2-((1-(quinolin-2-yl)piperidin-4-yl)oxy)pyridin-3-yl)piperidine-4-carbaldehyde (232 mg, 0.56 mol) in 20 mL of THF was added DIBAL-H (1.4 mol, 1 M in toluene) dropwise at RT. The mixture was stirred for 1 hour at RT and then quenched with saturated aqueous NH4Cl. The resulting mixture was extracted with EtOAc (2×20 mL) and the combined organic layers were dried over anhydrous Na2SO4, filtered and concentrated to give the product (0.150 g, 0.36 mmol, 60% yield). ESI-MS (M+1): 4... Starting materials: C(C)(C)[Si](OC1=C2C=CNC2=CC=C1)(C(C)C)C(C)C (4-(Triisopropyl-silyloxy)-1H-indole), [H-].[Na+] (NaH), ClC1=NC(=NC=C1)SC (4-Chloro-2-methylsulfanyl-pyrimidine). Run in CN(C)C=O (DMF). Conditions: temperature 0 celsius, time 1 hour. Product: CSC1=NC=CC(=N1)N1C=CC2=C(C=CC=C12)O[Si](C(C)C)(C(C)C)C(C)C (1-(2-methylsulfanyl-pyrimidin-4-yl)-4-triisopropylsilanyloxy-1H-indole). As a reaction SMILES: [H-].[Na+].[CH:3]([Si:6]([CH:20]([CH3:22])[CH3:21])([CH:17]([CH3:19])[CH3:18])[O:7][C:8]1[CH:16]=[CH:15][CH:14]=[C:13]2[C:9]=1[CH:10]=[CH:11][NH:12]2)([CH3:5])[CH3:4].Cl[C:24]1[CH:29]=[CH:28][N:27]=[C:26]([S:30][CH3:31])[N:25]=1>CN(C=O)C>[CH3:31][S:30][C:26]1[N:27]=[C:28]([N:12]2[C:13]3[C:9](=[C:8]([O:7][Si:6]([CH:3]([CH3:5])[CH3:4])([CH:17]([CH3:19])[CH3:18])[CH:20]([CH3:22])[CH3:21])[CH:16]=[CH:15][CH:14]=3)[CH:10]=[CH:11]2)[CH:29]=[CH:24][N:25]=1 |f:0.1|. Procedure: NaH (1.826 g) was added to DMF (400 mL) and cooled to 0° C. 4-(Triisopropyl-silyloxy)-1H-indole (12 g) was added portionwise at 0° C., and allowed to stir at 0° C. for 1 h. 4-Chloro-2-methylsulfanyl-pyrimidine (5.28 mL) was added dropwise, and the reaction mixture stirred at 0° C. for 4 h and then quenched with water. The aqueous layer was acidified with 1N HCl. The organic layer was extracted into DCM, and dried over sodium sulfate, filtered and the filtrate was concentrated and purified on a c...